Dataset: the Open Reaction Database (ORD), a public repository of structured organic reaction records. Task: describe an organic reaction: reactants, conditions, products, and yield The reactants are C(C1=CC=CC=C1)OCC=1N(C=C(N1)C1=CC(=C(C=C1)F)C)CC (2-benzyloxymethyl-1-ethyl-4-(4-fluoro-3-methyl-phenyl)-1H-imidazole), [OH-].[Na+] (sodium hydroxide). Solvent: Cl (hydrochloride). Product: C(C)N1C(=NC(=C1)C1=CC(=C(C=C1)F)C)CO ((1-Ethyl-4-(4-fluoro-3-methyl-phenyl)-1H-imidazol-2-yl)-methanol). The yield is 96.9%. RXN SMILES: C([O:8][CH2:9][C:10]1[N:11]([CH2:23][CH3:24])[CH:12]=[C:13]([C:15]2[CH:20]=[CH:19][C:18]([F:21])=[C:17]([CH3:22])[CH:16]=2)[N:14]=1)C1C=CC=CC=1.[OH-].[Na+]>Cl>[CH2:23]([N:11]1[CH:12]=[C:13]([C:15]2[CH:20]=[CH:19][C:18]([F:21])=[C:17]([CH3:22])[CH:16]=2)[N:14]=[C:10]1[CH2:9][OH:8])[CH3:24] |f:1.2|. Procedure: 4 g 2-benzyloxymethyl-1-ethyl-4-(4-fluoro-3-methyl-phenyl)-1H-imidazole was stirred 24 h at 85° C. in 40 mL concentrated aqueous hydrochloride acid. The mixture was dropped in a cooled 10% aqueous sodium hydroxide solution. The precipitate was filtered, washed with water and dried at 50° C. to yield 2.8 g of the desired product. Rt: 0.60 min (method J), (M+H)+: 235 Starting materials: ClC1=CC(=C(CN2N=CC3=CC(=CC=C23)\C=C/2\C(NC(S2)=O)=O)C=C1)C(F)(F)F ((5Z)-5-({1-[4-chloro-2-(trifluoromethyl)benzyl]-1H-indazol-5-yl}methylidene)-2,4-dioxo-1,3-thiazolidine), BrCC=1C=C(C(=O)OC)C=CC1 (methyl 3-bromomethylbenzoate). Product: COC(C1=CC(=CC=C1)CN1C(S\C(\C1=O)=C/C=1C=C2C=NN(C2=CC1)CC1=C(C=C(C=C1)Cl)C(F)(F)F)=O)=O (3-{[(5Z)-5-({1-[4-Chloro-2-(trifluoromethyl)benzyl]-1H-indazol-5-yl}methylidene)-2,4-dioxo-1,3-thiazolidin-3-yl]methyl}benzoic acid methyl ester). RXN SMILES: [Cl:1][C:2]1[CH:25]=[CH:24][C:5]([CH2:6][N:7]2[C:15]3[C:10](=[CH:11][C:12](/[CH:16]=[C:17]4/[C:18](=[O:23])[NH:19][C:20](=[O:22])[S:21]/4)=[CH:13][CH:14]=3)[CH:9]=[N:8]2)=[C:4]([C:26]([F:29])([F:28])[F:27])[CH:3]=1.Br[CH2:31][C:32]1[CH:33]=[C:34]([CH:39]=[CH:40][CH:41]=1)[C:35]([O:37][CH3:38])=[O:36]>>[CH3:38][O:37][C:35](=[O:36])[C:34]1[CH:39]=[CH:40][CH:41]=[C:32]([CH2:31][N:19]2[C:18](=[O:23])/[C:17](=[CH:16]/[C:12]3[CH:11]=[C:10]4[C:15](=[CH:14][CH:13]=3)[N:7]([CH2:6][C:5]3[CH:24]=[CH:25][C:2]([Cl:1])=[CH:3][C:4]=3[C:26]([F:27])([F:29])[F:28])[N:8]=[CH:9]4)/[S:21][C:20]2=[O:22])[CH:33]=1. Procedure details: 3-{[(5Z)-5-({1-[4-Chloro-2-(trifluoromethyl)benzyl]-1H-indazol-5-yl}methylidene)-2,4-dioxo-1,3-thiazolidin-3-yl]methyl}benzoic acid methyl ester was prepared from [(5Z)-5-({1-[4-chloro-2-(trifluoromethyl)benzyl]-1H-indazol-5-yl}methylidene)-2,4-dioxo-1,3-thiazolidine (from Example 1) and methyl 3-bromomethylbenzoate following General Procedure S. The reactants are [H-].[Na+] (NaH), ClC=1C=C(CN2C(=NC=C2)N)C=C(C1)Cl (1-(3,5-Dichloro-benzyl)-1H-imidazol-2-ylamine), COC=1C=C(CBr)C=CC1 (3-methoxybenzylbromide). The solvent is CCOC(=O)C (EtOAc), CN(C)C=O (DMF). Run at time 10 minute. Product: ClC=1C=C(CN2C(=NC=C2)NCC2=CC(=CC=C2)OC)C=C(C1)Cl ([1-(3,5-Dichloro-benzyl)-1H-imidazol-2-yl]-(3-methoxy-benzyl)-amine). The yield is 5.0%. As a reaction SMILES: [Cl:1][C:2]1[CH:3]=[C:4]([CH:12]=[C:13]([Cl:15])[CH:14]=1)[CH2:5][N:6]1[CH:10]=[CH:9][N:8]=[C:7]1[NH2:11].[H-].[Na+].[CH3:18][O:19][C:20]1[CH:21]=[C:22]([CH:25]=[CH:26][CH:27]=1)[CH2:23]Br>CN(C=O)C.CCOC(C)=O>[Cl:15][C:13]1[CH:12]=[C:4]([CH:3]=[C:2]([Cl:1])[CH:14]=1)[CH2:5][N:6]1[CH:10]=[CH:9][N:8]=[C:7]1[NH:11][CH2:23][C:22]1[CH:25]=[CH:26][CH:27]=[C:20]([O:19][CH3:18])[CH:21]=1 |f:1.2|. Procedure details: 1-(3,5-Dichloro-benzyl)-1H-imidazol-2-ylamine (see Example 12) was dissolved in anhydrous DMF and NaH was added to the solution under H2. The reaction mixture was stirred at room temperature for 10 min and 3-methoxybenzylbromide was added. The reaction mixture was stirred at 65° C. for 5 h. The reaction mixture was then diluted with EtOAc and washed with water (×5). The organic phase was dried over Na2SO4 and concentrated. The resulting residue was purified by silica gel preparative TLC using CH... Starting materials: O=C1NCN(C12CCN(CC2)C(=O)OC(C)(C)C)C2=CC=CC=C2 (tert-butyl 4-oxo-1-phenyl-1,3,8-triazaspiro[4.5]decane-8-carboxylate), C([O-])([O-])=O.[K+].[K+] (potassium carbonate), ClCC(=O)N(CC)CC (2-chloro-N,N-diethylacetamide), CN(C=O)C (N,N-dimethylformamide). Solvent: C(C)(=O)OCC (ethyl acetate). Conditions: temperature 55 celsius, time 18 hour. Yields the product C(C)N(C(COC(=O)C=1C=C(CN2CN(C3(C2=O)CCN(CC3)C(=O)OC(C)(C)C)C3=CC=CC=C3)C=CC1)=O)CC (tert-Butyl 3-(3-((2-(diethylamino)-2-oxoethoxy)carbonyl)benzyl)-4-oxo-1-phenyl-1,3,8-triazaspiro[4.5]decane-8-carboxylate). Isolated yield 88.0%. RXN SMILES: O=C1[C:6]2([CH2:11][CH2:10][N:9]([C:12]([O:14][C:15]([CH3:18])([CH3:17])[CH3:16])=[O:13])[CH2:8][CH2:7]2)[N:5]([C:19]2[CH:24]=[CH:23][CH:22]=[CH:21][CH:20]=2)CN1.[C:25](=[O:28])([O-:27])[O-].[K+].[K+].Cl[CH2:32][C:33]([N:35]([CH2:38][CH3:39])[CH2:36][CH3:37])=[O:34].[CH3:40][N:41]([CH3:44])[CH:42]=[O:43]>C(OCC)(=O)C>[CH2:36]([N:35]([CH2:38][CH3:39])[C:33](=[O:34])[CH2:32][O:27][C:25]([C:19]1[CH:20]=[C:21]([CH:22]=[CH:23][CH:24]=1)[CH2:40][N:41]1[C:42](=[O:43])[C:6]2([CH2:11][CH2:10][N:9]([C:12]([O:14][C:15]([CH3:18])([CH3:17])[CH3:16])=[O:13])[CH2:8][CH2:7]2)[N:5]([C:19]2[CH:24]=[CH:23][CH:22]=[CH:21][CH:20]=2)[CH2:44]1)=[O:28])[CH3:37] |f:1.2.3|. Procedure details: To a solution of tert-butyl 4-oxo-1-phenyl-1,3,8-triazaspiro[4.5]decane-8-carboxylate (0.2 g, 0.43 mmol) and potassium carbonate (0.089 g, 0.65 mmol) in N,N-dimethylformamide (4 mL), was added 2-chloro-N,N-diethylacetamide (0.059 g, 0.43 mmol, d=1.089). After stirring at 55° C. for 18 hours, the reaction mixture was diluted with ethyl acetate (25 mL), washed with dilute citric acid, water and brine. The organic phase was dried over MgSO4, filtered and isolated by Biotage flash chromatography to ... Starting materials: Cl (hydrochloric acid), solution, B (borane), C12(CC3CC(CC(C1)C3)C2)C2=C(C=C3C=CC(=CC3=C2)C2=CC=C(C(=O)O)C=C2)OCOCCOC (4-[7-(1-adamantyl)-6-methoxyethoxymethoxy-2-naphthyl]benzoic acid). Solvent: C1CCOC1 (THF). Conditions: temperature 40 celsius. The product is C12(CC3CC(CC(C1)C3)C2)C2=C(C=C3C=CC(=CC3=C2)C2=CC=C(C=C2)CO)OCOCCOC (4-[7-(1-adamantyl)-6-methoxyethoxymethoxy-2-naphthyl]benzenemethanol). Reaction SMILES: [C:1]12([C:11]3[CH:20]=[C:19]4[C:14]([CH:15]=[CH:16][C:17]([C:21]5[CH:29]=[CH:28][C:24]([C:25](O)=[O:26])=[CH:23][CH:22]=5)=[CH:18]4)=[CH:13][C:12]=3[O:30][CH2:31][O:32][CH2:33][CH2:34][O:35][CH3:36])[CH2:10][CH:5]3[CH2:6][CH:7]([CH2:9][CH:3]([CH2:4]3)[CH2:2]1)[CH2:8]2.B.Cl>C1COCC1>[C:1]12([C:11]3[CH:20]=[C:19]4[C:14]([CH:15]=[CH:16][C:17]([C:21]5[CH:29]=[CH:28][C:24]([CH2:25][OH:26])=[CH:23][CH:22]=5)=[CH:18]4)=[CH:13][C:12]=3[O:30][CH2:31][O:32][CH2:33][CH2:34][O:35][CH3:36])[CH2:8][CH:7]3[CH2:9][CH:3]([CH2:4][CH:5]([CH2:6]3)[CH2:10]1)[CH2:2]2. Procedure: 3 g (6.1 mmol) of 4-[7-(1-adamantyl)-6-methoxyethoxymethoxy-2-naphthyl]benzoic acid and 40 ml of THF were introduced into a three-necked flask under a stream of nitrogen. 20 ml of a solution of borane (1M in THF) were added dropwise and the reaction mixture was heated at 40° C. for one hour. The reaction mixture was poured into a 1N hydrochloric acid solution and extracted with ethyl acetate and the organic phase was separated by settling, dried over magnesium sulfate and evaporated. Reactants: OC(CNCCCCCCCCCCCC)CNCCCCCCCCCCCC (15-hydroxy-13,17-diazanonacosan), C(CO)(=O)OCC (ethyl glycolate). Solvent: C1(=CC=CC=C1)C (toluene). Reaction conditions: temperature 100 celsius, time 7.5 hour. The product is C(CCCCCCCCCCC)N(C(CO)=O)CC(CN(C(CO)=O)CCCCCCCCCCCC)O (3,7-didodecyl-2,8-dioxo-3,7-diaza-1,5,9-nonanetriol). Isolated yield 79.8%. Reaction SMILES: [OH:1][CH:2]([CH2:17][NH:18][CH2:19][CH2:20][CH2:21][CH2:22][CH2:23][CH2:24][CH2:25][CH2:26][CH2:27][CH2:28][CH2:29][CH3:30])[CH2:3][NH:4][CH2:5][CH2:6][CH2:7][CH2:8][CH2:9][CH2:10][CH2:11][CH2:12][CH2:13][CH2:14][CH2:15][CH3:16].[C:31]([O:35]CC)(=O)[CH2:32][OH:33]>C1(C)C=CC=CC=1>[CH2:19]([N:18]([CH2:17][CH:2]([OH:1])[CH2:3][N:4]([CH2:5][CH2:6][CH2:7][CH2:8][CH2:9][CH2:10][CH2:11][CH2:12][CH2:13][CH2:14][CH2:15][CH3:16])[C:32](=[O:33])[CH2:31][OH:35])[C:32](=[O:33])[CH2:31][OH:35])[CH2:20][CH2:21][CH2:22][CH2:23][CH2:24][CH2:25][CH2:26][CH2:27][CH2:28][CH2:29][CH3:30]. Procedure details: A reactor was charged with 10.7 g (0.03 mole) of 15-hydroxy-13,17-diazanonacosan, 50 ml of toluene and 7.1 ml (0.07 mole) of ethyl glycolate, and the contents were heated to 100° C. and continuously stirred for 7.5 hours while purging ethanol formed with a nitrogen stream. After completion of a reaction, the solvent was distilled off under reduced pressure, and the residue was purified by column chromatography (on 200 g of silica gel, developing solvent: chloroform/methanol=100/1), thereby obtai...